From a dataset of the Open Reaction Database (ORD), a public repository of structured organic reaction records. describe an organic reaction: reactants, conditions, products, and yield The reactants are Nc1cc(Br)cc2nc(-c3ccco3)nn12, COc1ccc(O)cc1, CN1CCCC1=O. The product is COc1ccc(Oc2cc(N)n3nc(-c4ccco4)nc3c2)cc1. RXN SMILES: [Br:1][c:2]1[cH:3][c:4]2[n:5]([c:6]([NH2:8])[cH:7]1)[n:9][c:10](-[c:12]1[o:13][cH:14][cH:15][cH:16]1)[n:11]2.[CH3:17][O:18][c:19]1[cH:20][cH:21][c:22]([OH:25])[cH:23][cH:24]1.[CH3:26][N:27]1[CH2:28][CH2:29][CH2:30][C:31]1=[O:32]>>[c:2]1([O:25][c:22]2[cH:21][cH:20][c:19]([O:18][CH3:17])[cH:24][cH:23]2)[cH:3][c:4]2[n:5]([c:6]([NH2:8])[cH:7]1)[n:9][c:10](-[c:12]1[o:13][cH:14][cH:15][cH:16]1)[n:11]2. Reactants: FC1=CC(=C(N)C=C1)C (4-fluoro-2-methylaniline), CC=1C(=NC(=NC1C)Cl)N1CC2=CC=CC=C2CC1 (5,6-dimethyl-4-(1,2,3,4-tetrahydroisoquinoline-2-yl)-2-chloropyrimidine). Solvent: CN(C=O)C (dimethylformamide). The product is Cl.CC=1C(=NC(=NC1C)NC1=C(C=C(C=C1)F)C)N1CC2=CC=CC=C2CC1 (5,6-Dimethyl-2-(2-methyl-4-fluorophenylamino)-4-(1,2,3,4-tetrahydroisoquinolin-2-yl)pyrimidine hydrochloride). The yield is 40.4%. As a reaction SMILES: [F:1][C:2]1[CH:8]=[CH:7][C:5]([NH2:6])=[C:4]([CH3:9])[CH:3]=1.[CH3:10][C:11]1[C:12]([N:19]2[CH2:28][CH2:27][C:26]3[C:21](=[CH:22][CH:23]=[CH:24][CH:25]=3)[CH2:20]2)=[N:13][C:14]([Cl:18])=[N:15][C:16]=1[CH3:17]>CN(C)C=O>[ClH:18].[CH3:10][C:11]1[C:12]([N:19]2[CH2:28][CH2:27][C:26]3[C:21](=[CH:22][CH:23]=[CH:24][CH:25]=3)[CH2:20]2)=[N:13][C:14]([NH:6][C:5]2[CH:7]=[CH:8][C:2]([F:1])=[CH:3][C:4]=2[CH3:9])=[N:15][C:16]=1[CH3:17] |f:3.4|. Procedure: After 4-fluoro-2-methylaniline(0.8 ml, 7 mmol) was added to a mixture solution of 5,6-dimethyl-4-(1,2,3,4-tetrahydroisoquinoline-2-yl)-2-chloropyrimidine(1.0 g, 3.6 mmol) and dimethylformamide(10 ml), 0.58 g of the titled compound was obtained in accordance with the same procedure as in Step 2 of Example 1. Reactants: IC1=C2C(=NC=C1)N(N=C2)C(C2=CC=CC=C2)(C2=CC=CC=C2)C2=CC=CC=C2 (4-iodo-1-trityl-pyrazolo[5,4-b]pyridine), C(=O)=O (CO2), [Cl-].[NH4+] (ammonium chloride). Run in C1CCOC1 (THF), CCOC(=O)C (EtOAc). Reaction conditions: time 30 minute. Yields the product C(C1=CC=CC=C1)(C1=CC=CC=C1)(C1=CC=CC=C1)N1N=CC2=C1N=CC=C2C(=O)O (1-trityl-1H-pyrazolo[3,4-b]pyridine-4-carboxylic acid). Yield: 86.0%. As a reaction SMILES: I[C:2]1[CH:7]=[CH:6][N:5]=[C:4]2[N:8]([C:11]([C:24]3[CH:29]=[CH:28][CH:27]=[CH:26][CH:25]=3)([C:18]3[CH:23]=[CH:22][CH:21]=[CH:20][CH:19]=3)[C:12]3[CH:17]=[CH:16][CH:15]=[CH:14][CH:13]=3)[N:9]=[CH:10][C:3]=12.[C:30](=[O:32])=[O:31].[Cl-].[NH4+]>C1COCC1.CCOC(C)=O>[C:11]([N:8]1[C:4]2[N:5]=[CH:6][CH:7]=[C:2]([C:30]([OH:32])=[O:31])[C:3]=2[CH:10]=[N:9]1)([C:18]1[CH:23]=[CH:22][CH:21]=[CH:20][CH:19]=1)([C:24]1[CH:25]=[CH:26][CH:27]=[CH:28][CH:29]=1)[C:12]1[CH:17]=[CH:16][CH:15]=[CH:14][CH:13]=1 |f:2.3|. Procedure: A solution of Isopropylmagnesium chloride-lithium chloride complex (21.99 mL of 14% w/v, 21.20 mmol) in THF (2.5 mL) was cooled to below −20° C. This was treated with 4-iodo-1-trityl-pyrazolo[5,4-b]pyridine (9.84 g, 20.19 mmol) under nitrogen and allowed to stir for 30 minutes. The reaction was then treated with 3 pellets of CO2 and allowed to warm up. After a further hour the mixture was diluted with EtOAc and acidified with saturated aqueous ammonium chloride. The layers were separated, dried ... Reactants: C([O-])(O)=O.[Na+] (sodium bicarbonate), [N+](=O)([O-])C=1C=C(C=C)C=CC1 (3-nitrostyrene), BrC=1C=NC=C(C1)Br (3,5-dibromopyridine), C([O-])(O)=O.[Na+] (sodium bicarbonate). Reagents/catalysts: [Cl-].C(CCC)[N+](CCCC)(CCCC)CCCC (tetra-n-butylammonium chloride), C(C)(=O)[O-].[Pd+2].C(C)(=O)[O-] (palladium(II) acetate). Run in CN(C=O)C (N,N-dimethylformamide). Reaction conditions: time 4 hour. Yields the product BrC=1C=NC=C(C1)\C=C\C1=CC(=CC=C1)[N+](=O)[O-] (3-bromo-5-[(E)-2-(3-nitrophenyl)vinyl]pyridine). RXN SMILES: [N+:1]([C:4]1[CH:5]=[C:6]([CH:9]=[CH:10][CH:11]=1)[CH:7]=[CH2:8])([O-:3])=[O:2].[Br:12][C:13]1[CH:14]=[N:15][CH:16]=[C:17](Br)[CH:18]=1.C(=O)(O)[O-].[Na+]>[Cl-].C([N+](CCCC)(CCCC)CCCC)CCC.CN(C)C=O.C([O-])(=O)C.[Pd+2].C([O-])(=O)C>[Br:12][C:13]1[CH:14]=[N:15][CH:16]=[C:17](/[CH:8]=[CH:7]/[C:6]2[CH:9]=[CH:10][CH:11]=[C:4]([N+:1]([O-:3])=[O:2])[CH:5]=2)[CH:18]=1 |f:2.3,4.5,7.8.9|. Reported procedure: A mixture of 3-nitrostyrene (5.36 ml), 3,5-dibromopyridine (10.0 g), palladium(II) acetate (259 mg), tetra-n-butylammonium chloride (10.7 g) and sodium bicarbonate (8.07 g) in N,N-dimethylformamide (50 ml) was stirred at 120pbC. for 4 hours. The mixture was poured into sodium bicarbonate solution and extracted with ethyl acetate twice. The combined organic solution was washed with sodium bicarbonate solution and brine, dried over magnesium sulfate and concentrated. The resultant solid was washed... Reactants: O=C([O-])O, [Li]CCCC, CCOCC, C[Si](C)(C)Cl, [Na+], c1cscn1. The product is C[Si](C)(C)c1nccs1. As a reaction SMILES: [C:16](=[O:17])([OH:18])[O-:19].[CH2:1]([Li:2])[CH2:3][CH2:4][CH3:5].[CH3:21][CH2:22][O:23][CH2:24][CH3:25].[Cl:11][Si:12]([CH3:13])([CH3:14])[CH3:15].[Na+:20].[cH:6]1[cH:7][s:8][cH:9][n:10]1>>[cH:6]1[cH:7][s:8][c:9]([Si:12]([CH3:13])([CH3:14])[CH3:15])[n:10]1.